Dataset: the Open Reaction Database (ORD), a public repository of structured organic reaction records. Task: describe an organic reaction: reactants, conditions, products, and yield The reactants are CO, CC(O)C(N)C(=O)O, O=S(Cl)Cl. Product: COC(=O)C(N)C(C)O. As a reaction SMILES: [CH3:13][OH:14].[CH3:5][CH:6]([OH:7])[CH:8]([NH2:9])[C:10]([OH:11])=[O:12].[S:1]([Cl:2])([Cl:3])=[O:4]>>[CH3:5][CH:6]([OH:7])[CH:8]([NH2:9])[C:10]([O:11][CH3:13])=[O:12]. Reactants: BrC=1C=NC2=CC=CC=C2C1 (3-bromoquinoline), solution, C(CCC)[Li] (butyllithium), CN1CCC(CC1)=O (1-methylpiperid-4-one). Run in CCCCCC (hexane). The product is OC1(CCN(CC1)C)C=1C=NC2=CC=CC=C2C1 (3-(4-Hydroxy-1-methylpiperid-4-yl)quinoline). Yield: 53.8%. RXN SMILES: Br[C:2]1[CH:3]=[N:4][C:5]2[C:10]([CH:11]=1)=[CH:9][CH:8]=[CH:7][CH:6]=2.C([Li])CCC.[CH3:17][N:18]1[CH2:23][CH2:22][C:21](=[O:24])[CH2:20][CH2:19]1>CCCCCC>[OH:24][C:21]1([C:2]2[CH:3]=[N:4][C:5]3[C:10]([CH:11]=2)=[CH:9][CH:8]=[CH:7][CH:6]=3)[CH2:22][CH2:23][N:18]([CH3:17])[CH2:19][CH2:20]1. Procedure details: 95.01 g of 3-bromoquinoline were treated with 200 ml of a 2.5M solution of butyllithium in hexane and 51.62 g of 1-methylpiperid-4-one in accordance with the procedure described in Stage A of Example 1, in order to obtain the expected product. Starting materials: COc1ccc(CCl)cc1, COc1cc(Cl)nc(SCc2cccc(F)c2F)n1, COc1cc(NS(=O)(=O)N2CCC2)nc(SCc2cccc(F)c2F)n1, [H-], [I-], [K+], [Na+], CN(C)C=O. Yields the product COc1ccc(CN(c2cc(OC)nc(SCc3cccc(F)c3F)n2)S(=O)(=O)N2CCC2)cc1. RXN SMILES: [CH3:48][O:49][c:50]1[cH:51][cH:52][c:53]([CH2:54][Cl:55])[cH:56][cH:57]1.[Cl:29][c:30]1[cH:31][c:32]([O:33][CH3:34])[n:35][c:36]([S:37][CH2:38][c:39]2[cH:40][cH:41][cH:42][c:43]([F:44])[c:45]2[F:46])[n:47]1.[F:3][c:4]1[c:5]([CH2:11][S:12][c:13]2[n:14][c:15]([O:27][CH3:28])[cH:16][c:17]([NH:19][S:20](=[O:21])(=[O:22])[N:23]3[CH2:24][CH2:25][CH2:26]3)[n:18]2)[cH:6][cH:7][cH:8][c:9]1[F:10].[H-:1].[I-:59].[K+:58].[Na+:2].[O:60]=[CH:61][N:62]([CH3:63])[CH3:64]>>[F:3][c:4]1[c:5]([CH2:11][S:12][c:13]2[n:14][c:15]([O:27][CH3:28])[cH:16][c:17]([N:19]([S:20](=[O:21])(=[O:22])[N:23]3[CH2:24][CH2:25][CH2:26]3)[CH2:54][c:53]3[cH:52][cH:51][c:50]([O:49][CH3:48])[cH:57][cH:56]3)[n:18]2)[cH:6][cH:7][cH:8][c:9]1[F:10]. Starting materials: COC(=O)[C@H]1N(C[C@@H](C1)S(=O)(=O)C1=C(C=C(C=C1)F)Cl)C1=CC(=NN1CCC1=CC=CC=C1)C ((2S,4R)-4-(2-chloro-4-fluorophenylsulfonyl)-1-(3-methyl-1-phenethyl-1H-pyrazol-5-yl)pyrrolidine-2-carboxylic acid methyl ester), [OH-].[Li+] (lithium hydroxide). Yields the product ClC1=C(C=CC(=C1)F)S(=O)(=O)[C@@H]1C[C@H](N(C1)C1=CC(=NN1CCC1=CC=CC=C1)C)C(=O)O ((2S,4R)-4-(2-Chloro-4-fluorophenylsulfonyl)-1-(3-methyl-1-phenethyl-1H-pyrazol-5-yl)pyrrolidine-2-carboxylic acid). RXN SMILES: C[O:2][C:3]([C@@H:5]1[CH2:9][C@@H:8]([S:10]([C:13]2[CH:18]=[CH:17][C:16]([F:19])=[CH:15][C:14]=2[Cl:20])(=[O:12])=[O:11])[CH2:7][N:6]1[C:21]1[N:25]([CH2:26][CH2:27][C:28]2[CH:33]=[CH:32][CH:31]=[CH:30][CH:29]=2)[N:24]=[C:23]([CH3:34])[CH:22]=1)=[O:4].[OH-].[Li+]>>[Cl:20][C:14]1[CH:15]=[C:16]([F:19])[CH:17]=[CH:18][C:13]=1[S:10]([C@H:8]1[CH2:7][N:6]([C:21]2[N:25]([CH2:26][CH2:27][C:28]3[CH:29]=[CH:30][CH:31]=[CH:32][CH:33]=3)[N:24]=[C:23]([CH3:34])[CH:22]=2)[C@H:5]([C:3]([OH:4])=[O:2])[CH2:9]1)(=[O:12])=[O:11] |f:1.2|. Procedure details: In analogy to the procedure described in example 253e, (2S,4R)-4-(2-chloro-4-fluorophenylsulfonyl)-1-(3-methyl-1-phenethyl-1H-pyrazol-5-yl)pyrrolidine-2-carboxylic acid methyl ester was saponified in the presence of lithium hydroxide to give the title compound as yellow foam which was used in the next step without further purification. MS (ESI): m/z=492.1 [M+H]+. Run at time 1 hour. Reaction SMILES: [F:1][C:2]([F:13])([F:12])[O:3][C:4]1[CH:11]=[CH:10][C:7]([CH2:8]Br)=[CH:6][CH:5]=1.[C-:14]#[N:15].[Na+].O>CN(C=O)C>[F:1][C:2]([F:13])([F:12])[O:3][C:4]1[CH:11]=[CH:10][C:7]([CH2:8][C:14]#[N:15])=[CH:6][CH:5]=1 |f:1.2|. The reactants are [C-]#N.[Na+] (sodium cyanide), FC(OC1=CC=C(CBr)C=C1)(F)F (4-trifluoromethoxybenzyl bromide), O (water). Procedure: To a solution containing 2.085 g (8.18 mmol) of 4-trifluoromethoxybenzyl bromide in 10 mL dry DMF was added 441 mg (8.99 mmol) of sodium cyanide. The reaction was stirred for 1 h at room temperature, poured into water and extracted with of ethyl acetate (2×40 mL). The combined organic extracts were dried (MgSO4) and evaporated. The crude product was used in the next reaction without further purification. Product: FC(OC1=CC=C(CC#N)C=C1)(F)F (4-Trifluoromethoxybenzylcyanide). Solvent: CN(C)C=O (DMF). Starting materials: [BH3-]C#N, CO, CC(=O)O, COc1c(C)cnc(CN2N=C3CC(=O)C4=C3C(=N2)C(N(C(=O)OC(C)(C)C)C(=O)OC(C)(C)C)=NSC4)c1C, NC1CC1, [Na+], C1CCOC1. Yields the product COc1c(C)cnc(CN2N=C3CC(NC4CC4)C4=C3C(=N2)C(N(C(=O)OC(C)(C)C)C(=O)OC(C)(C)C)=NSC4)c1C. As a reaction SMILES: [C:1]([BH3-:2])#[N:3].[CH3:45][OH:46].[CH3:51][C:52](=[O:53])[OH:54].[CH3:5][O:6][c:7]1[c:8]([CH3:44])[c:9]([CH2:14][N:15]2[N:16]=[C:17]3[C:18]4=[C:22]([C:21](=[O:42])[CH2:20][C:19]4=[N:43]2)[CH2:23][S:24][N:25]=[C:26]3[N:27]([C:28](=[O:29])[O:30][C:31]([CH3:32])([CH3:33])[CH3:34])[C:35](=[O:36])[O:37][C:38]([CH3:39])([CH3:40])[CH3:41])[n:10][cH:11][c:12]1[CH3:13].[CH:47]1([NH2:50])[CH2:48][CH2:49]1.[Na+:4].[O:55]1[CH2:56][CH2:57][CH2:58][CH2:59]1>>[CH3:5][O:6][c:7]1[c:8]([CH3:44])[c:9]([CH2:14][N:15]2[N:16]=[C:17]3[C:18]4=[C:22]([CH:21]([NH:50][CH:47]5[CH2:48][CH2:49]5)[CH2:20][C:19]4=[N:43]2)[CH2:23][S:24][N:25]=[C:26]3[N:27]([C:28](=[O:29])[O:30][C:31]([CH3:32])([CH3:33])[CH3:34])[C:35](=[O:36])[O:37][C:38]([CH3:39])([CH3:40])[CH3:41])[n:10][cH:11][c:12]1[CH3:13].